Dataset: the Open Reaction Database (ORD), a public repository of structured organic reaction records. Task: describe an organic reaction: reactants, conditions, products, and yield The reactants are CC(C)OB(OC(C)C)OC(C)C, [Br-], C=C(C)[Mg+], CNC(=O)c1c(-c2ccc(F)cc2)oc2nc(NS(C)(=O)=O)c(I)cc12, [K+], [K+], O=C([O-])[O-], c1ccc(P(c2ccccc2)(c2ccccc2)[Pd](P(c2ccccc2)(c2ccccc2)c2ccccc2)(P(c2ccccc2)(c2ccccc2)c2ccccc2)P(c2ccccc2)(c2ccccc2)c2ccccc2)cc1. The product is C=C(C)c1cc2c(C(=O)NC)c(-c3ccc(F)cc3)oc2nc1NS(C)(=O)=O. As a reaction SMILES: [B:6]([O:7][CH:8]([CH3:9])[CH3:10])([O:11][CH:12]([CH3:13])[CH3:14])[O:15][CH:16]([CH3:17])[CH3:18].[Br-:1].[CH2:2]=[C:3]([CH3:4])[Mg+:5].[F:25][c:26]1[cH:27][cH:28][c:29](-[c:32]2[c:33]([C:47](=[O:48])[NH:49][CH3:50])[c:34]3[c:35]([n:36][c:37]([NH:41][S:42](=[O:43])(=[O:44])[CH3:45])[c:38]([I:40])[cH:39]3)[o:46]2)[cH:30][cH:31]1.[K+:19].[K+:20].[O-:21][C:22]([O-:23])=[O:24].[cH:51]1[cH:52][cH:53][c:54]([P:55]([Pd:56]([P:57]([c:58]2[cH:59][cH:60][cH:61][cH:62][cH:63]2)([c:64]2[cH:65][cH:66][cH:67][cH:68][cH:69]2)[c:70]2[cH:71][cH:72][cH:73][cH:74][cH:75]2)([P:76]([c:77]2[cH:78][cH:79][cH:80][cH:81][cH:82]2)([c:83]2[cH:84][cH:85][cH:86][cH:87][cH:88]2)[c:89]2[cH:90][cH:91][cH:92][cH:93][cH:94]2)[P:95]([c:96]2[cH:97][cH:98][cH:99][cH:100][cH:101]2)([c:102]2[cH:103][cH:104][cH:105][cH:106][cH:107]2)[c:108]2[cH:109][cH:110][cH:111][cH:112][cH:113]2)([c:114]2[cH:115][cH:116][cH:117][cH:118][cH:119]2)[c:120]2[cH:121][cH:122][cH:123][cH:124][cH:125]2)[cH:126][cH:127]1>>[CH2:2]=[C:3]([CH3:4])[c:38]1[c:37]([NH:41][S:42](=[O:43])(=[O:44])[CH3:45])[n:36][c:35]2[c:34]([c:33]([C:47](=[O:48])[NH:49][CH3:50])[c:32](-[c:29]3[cH:28][cH:27][c:26]([F:25])[cH:31][cH:30]3)[o:46]2)[cH:39]1. The reactants are S(O)(O)(=O)=O (sulfuric acid), O1CCN(CC1)S(=O)(=O)NC1=C2C=CC=C(C2=CC=C1)O (5-morpholinosulfonamido-1-naphthol), diazonium salt, diazonium salt, N(=O)[O-].[Na+] (sodium nitrite), S(=O)(=O)(O)C1=CC=C(C=C1)CCS(=O)(=O)C1=C(N)C=CC(=C1)[N+](=O)[O-] (2[2(4-sulfophenyl)ethylsulfonyl]-4-nitroaniline), C(C)(=O)[O-].[Na+] (sodium acetate). The solvent is C(C)O (ethanol), O (water), C(C)(=O)O (acetic acid), O (water). Run at temperature 5 celsius, time 3 hour. The product is S(=O)(=O)(O)C1=CC=C(C=C1)CCS(=O)(=O)C1=C(C=CC(=C1)[N+](=O)[O-])N=NC1=CC=C(C2=CC=CC(=C12)NS(=O)(=O)N1CCOCC1)O (4[2{2(4-Sulfophenyl)ethylsulfonyl}4-nitrophenylazo]5-morpholinosulfonamido-1-naphthol). Reaction SMILES: S(=O)(=O)(O)O.[N:6]([O-])=O.[Na+].[S:10]([C:14]1[CH:19]=[CH:18][C:17]([CH2:20][CH2:21][S:22]([C:25]2[CH:31]=[C:30]([N+:32]([O-:34])=[O:33])[CH:29]=[CH:28][C:26]=2[NH2:27])(=[O:24])=[O:23])=[CH:16][CH:15]=1)([OH:13])(=[O:12])=[O:11].[O:35]1[CH2:40][CH2:39][N:38]([S:41]([NH:44][C:45]2[CH:54]=[CH:53][CH:52]=[C:51]3[C:46]=2[CH:47]=[CH:48][CH:49]=[C:50]3[OH:55])(=[O:43])=[O:42])[CH2:37][CH2:36]1.C([O-])(=O)C.[Na+]>O.C(O)C.C(O)(=O)C>[S:10]([C:14]1[CH:19]=[CH:18][C:17]([CH2:20][CH2:21][S:22]([C:25]2[CH:31]=[C:30]([N+:32]([O-:34])=[O:33])[CH:29]=[CH:28][C:26]=2[N:27]=[N:6][C:47]2[C:46]3[C:51](=[CH:52][CH:53]=[CH:54][C:45]=3[NH:44][S:41]([N:38]3[CH2:39][CH2:40][O:35][CH2:36][CH2:37]3)(=[O:43])=[O:42])[C:50]([OH:55])=[CH:49][CH:48]=2)(=[O:23])=[O:24])=[CH:16][CH:15]=1)([OH:13])(=[O:12])=[O:11] |f:1.2,5.6|. Procedure details: To 3 ml. of conc. sulfuric acid under cooling was added 0.43 g. of sodium nitrite, dissolved by heating and, after cooling, 5.5 ml. of acetic acid were added thereto. The resulting solution was cooled to 5° C. and 2.32 g. of 2[2(4-sulfophenyl)ethylsulfonyl]-4-nitroaniline were added thereto with stirring. Stirring was continued at room temperature for 3 hours to prepare a diazonium salt solution. Separately, a solution of 1.85 g. of 5-morpholinosulfonamido-1-naphthol in 250 ml. of ethanol and 30... Starting materials: Cl (hydrochloric acid), FC1=C(C(=O)Cl)C(=CC=C1)F (2,6-difluorobenzoyl chloride), COC1=CC(=CC=C1)OC (1,3-dimethoxybenzene), [Cl-].[Al+3].[Cl-].[Cl-] (aluminum chloride). Solvent: ClCCCl (1,2-dichloroethane). Conditions: time 1 hour. Product: FC1=C(C(=CC=C1)F)C(C1=C(C=C(C=C1)OC)O)=O (2',6'-difluoro-2-hydroxy-4-methoxybenzophenone). RXN SMILES: [F:1][C:2]1[CH:10]=[CH:9][CH:8]=[C:7]([F:11])[C:3]=1[C:4](Cl)=[O:5].[CH3:12][O:13][C:14]1[CH:19]=[CH:18][CH:17]=[C:16]([O:20]C)[CH:15]=1.[Cl-].[Al+3].[Cl-].[Cl-].Cl>ClCCCl>[F:1][C:2]1[CH:10]=[CH:9][CH:8]=[C:7]([F:11])[C:3]=1[C:4](=[O:5])[C:17]1[CH:18]=[CH:19][C:14]([O:13][CH3:12])=[CH:15][C:16]=1[OH:20] |f:2.3.4.5|. Procedure: To a mixture of 20 g of 2,6-difluorobenzoyl chloride and 15.5 g of 1,3-dimethoxybenzene in 200 ml of 1,2-dichloroethane, 15.28 g of aluminum chloride is added in portions with the internal temperature maintained at 0°-10° C. The mixture is stirred 1 hour and then refluxed 45 min. The reaction mixture is poured into concentrated hydrochloric acid and ice. The organic layer is separated, washed, dried over anhydrous sodium sulfate and evaporated. Trituration with hexane followed by recrystallizati... Starting materials: NC1=CC=C2COC(=O)C2=C1 (6-aminophthalide), Cl (HCl), N1C(CC2=CC=CC=C12)=O (oxindole), C[Si](N[Si](C)(C)C)(C)C.[Na] (sodium hexamethyldisilazane). Solvent: CN(C)C=O (DMF), CN(C)C=O (DMF). Reaction conditions: time 10 minute. Product: NC1=CC=C2COC(C2=C1)=C1C(NC2=CC=CC=C12)=O (3-(6Amino-3H-isobenzofuran-1-ylidene)-1,3-dihydro-indol-2-one). Isolated yield 44.8%. Reaction SMILES: [NH:1]1[C:9]2[C:4](=[CH:5][CH:6]=[CH:7][CH:8]=2)[CH2:3][C:2]1=[O:10].C[Si](C)(C)N[Si](C)(C)C.[Na].[NH2:21][C:22]1[CH:31]=[C:30]2[C:25]([CH2:26][O:27][C:28]2=O)=[CH:24][CH:23]=1.Cl>CN(C=O)C>[NH2:21][C:22]1[CH:31]=[C:30]2[C:25]([CH2:26][O:27][C:28]2=[C:3]2[C:4]3[C:9](=[CH:8][CH:7]=[CH:6][CH:5]=3)[NH:1][C:2]2=[O:10])=[CH:24][CH:23]=1 |f:1.2,^1:19|. Procedure: To a solution containing oxindole (0.5 g, 3.76 mmol) in 7.5 mL DMF was added 7.51 mL of sodium hexamethyldisilazane (1.0 M in THF) over 3 min. After stirring 10 min at room temperature, a solution of 6-aminophthalide (0.672 g, 4.51 mmol) in 4.0 mL DMF was added over 3 min. The reaction was stirred for 50 min at room temperature and then poured into 4% HCl to give a yellow solid. The solid was filtered to a wet cake and then partitioned between EtOAc and saturated NaHCO3. Then the mixture was hea... The reactants are CCN=C=NCCCN(C)C, ClCCl, Cl, NC(=O)C(=Cc1c[nH]c2nc(N)ccc12)c1ccccc1, O=C(O)Cc1ccccc1. Yields the product NC(=O)C(=Cc1c[nH]c2nc(NC(=O)Cc3ccccc3)ccc12)c1ccccc1. RXN SMILES: [CH3:12][N:13]([CH3:14])[CH2:15][CH2:16][CH2:17][N:18]=[C:19]=[N:20][CH2:21][CH3:22].[Cl:44][CH2:45][Cl:46].[ClH:11].[NH2:23][c:24]1[cH:25][cH:26][c:27]2[c:28]([n:29]1)[nH:30][cH:31][c:32]2[CH:33]=[C:34]([C:35](=[O:36])[NH2:37])[c:38]1[cH:39][cH:40][cH:41][cH:42][cH:43]1.[OH:1][C:2](=[O:3])[CH2:4][c:5]1[cH:6][cH:7][cH:8][cH:9][cH:10]1>>[C:2](=[O:3])([CH2:4][c:5]1[cH:6][cH:7][cH:8][cH:9][cH:10]1)[NH:23][c:24]1[cH:25][cH:26][c:27]2[c:28]([n:29]1)[nH:30][cH:31][c:32]2[CH:33]=[C:34]([C:35](=[O:36])[NH2:37])[c:38]1[cH:39][cH:40][cH:41][cH:42][cH:43]1. Starting materials: Cl.NCC(=O)N1CCN(CC1)C(C1=C(C=CC(=C1)F)C(F)(F)F)=O (2-amino-1-[4-(5-fluoro-2-trifluoromethyl-benzoyl)-piperazin-1-yl]-ethanone hydrochloride salt), CCN(C(C)C)C(C)C (DIPEA), C1(=CC=CC=C1)N1N=CC(=C1C(F)(F)F)C(=O)O (1-phenyl-5-trifluoromethyl-1H-pyrazole-4-carboxylic acid), C=1C=CC2=C(C1)N=NN2O (HOBT), CCN=C=NCCCN(C)C (EDCI). RXN SMILES: CCN(C(C)C)C(C)C.[C:10]1([N:16]2[C:20]([C:21]([F:24])([F:23])[F:22])=[C:19]([C:25]([OH:27])=O)[CH:18]=[N:17]2)[CH:15]=[CH:14][CH:13]=[CH:12][CH:11]=1.C1C=CC2N(O)N=NC=2C=1.CCN=C=NCCCN(C)C.Cl.[NH2:50][CH2:51][C:52]([N:54]1[CH2:59][CH2:58][N:57]([C:60](=[O:72])[C:61]2[CH:66]=[C:65]([F:67])[CH:64]=[CH:63][C:62]=2[C:68]([F:71])([F:70])[F:69])[CH2:56][CH2:55]1)=[O:53]>CN(C=O)C.O>[F:67][C:65]1[CH:64]=[CH:63][C:62]([C:68]([F:70])([F:69])[F:71])=[C:61]([CH:66]=1)[C:60]([N:57]1[CH2:58][CH2:59][N:54]([C:52](=[O:53])[CH2:51][NH:50][C:25]([C:19]2[CH:18]=[N:17][N:16]([C:10]3[CH:11]=[CH:12][CH:13]=[CH:14][CH:15]=3)[C:20]=2[C:21]([F:22])([F:23])[F:24])=[O:27])[CH2:55][CH2:56]1)=[O:72] |f:4.5|. Run at time 2 minute. The yield is 27.9%. The solvent is O (water), CN(C)C=O (DMF). Procedure details: DIPEA (141 mg, 0.19 mL, 1.1 mmol) was added to a stirred solution of 1-phenyl-5-trifluoromethyl-1H-pyrazole-4-carboxylic acid (70 mg, 0.27 mmol) in DMF (5 mL). HOBT (40 mg, 0.29 mmol) and EDCI (131 mg, 0.68 mmol) were then added at room temperature. After 2 minutes, 2-amino-1-[4-(5-fluoro-2-trifluoromethyl-benzoyl)-piperazin-1-yl]-ethanone hydrochloride salt (111 mg, 0.3 mmol) was added and the resulting mixture was stirred at room temperature overnight. Cold water was then added and the product... Product: FC=1C=CC(=C(C(=O)N2CCN(CC2)C(CNC(=O)C=2C=NN(C2C(F)(F)F)C2=CC=CC=C2)=O)C1)C(F)(F)F (1-phenyl-5-trifluoromethyl-1H-pyrazole-4-carboxylic acid {2-[4-(5-fluoro-2-trifluoromethyl-benzoyl)-piperazin-1-yl]-2-oxo-ethyl}-amide). The reactants are CC#CC(=O)OCC, Cc1ccccc1O, C1CCC2=NCCCN2CC1, C1CCOC1. Yields the product CCOC(=O)C=C(C)Oc1ccccc1C. As a reaction SMILES: [CH2:9]([CH3:10])[O:11][C:12]([C:13]#[C:14][CH3:15])=[O:16].[CH3:1][c:2]1[c:3]([OH:8])[cH:4][cH:5][cH:6][cH:7]1.[N:17]12[CH2:18][CH2:19][CH2:20][N:21]=[C:22]1[CH2:23][CH2:24][CH2:25][CH2:26][CH2:27]2.[O:28]1[CH2:29][CH2:30][CH2:31][CH2:32]1>>[CH3:1][c:2]1[c:3]([O:8][C:14](=[CH:13][C:12]([O:11][CH2:9][CH3:10])=[O:16])[CH3:15])[cH:4][cH:5][cH:6][cH:7]1. Starting materials: mixture, C(CCCCCCC)C(C(=O)N)C1=CC(=CC=C1)OC(C)=O (octyl 3-acetoxyphenylacetamide), [OH-].[Na+] (NaOH). The solvent is CO (methanol), CO (methanol). Yields the product C(CCCCCCC)C(C(=O)N)C1=CC(=CC=C1)O (octyl 3-hydroxyphenylacetamide). Reaction SMILES: [CH2:1]([CH:9]([C:13]1[CH:18]=[CH:17][CH:16]=[C:15]([O:19]C(=O)C)[CH:14]=1)[C:10]([NH2:12])=[O:11])[CH2:2][CH2:3][CH2:4][CH2:5][CH2:6][CH2:7][CH3:8].[OH-].[Na+]>CO>[CH2:1]([CH:9]([C:13]1[CH:18]=[CH:17][CH:16]=[C:15]([OH:19])[CH:14]=1)[C:10]([NH2:12])=[O:11])[CH2:2][CH2:3][CH2:4][CH2:5][CH2:6][CH2:7][CH3:8] |f:1.2|. Reported procedure: To a chilled solution of 10.14 g of the mixture containing octyl 3-acetoxyphenylacetamide and 100 ml of methanol was added 12.63 ml of 5 N NaOH. The mixture was stirred at room temperature for 3 hours after which the methanol was removed in vacuuo. The residue was dissolved in 100 ml of 1 N NaOH and extracted with 50 ml of ether. The resulting aqueous phase was acidified with conc. hydrochloric acid and extracted twice with 100 ml of ether. The combined ether extracts were washed with 75 ml of w... Reactants: NC1=C(C(=NC(=C1F)Cl)C(=O)OC)\C=C\[Si](C)(C)C ((E)-methyl 4-amino-6-chloro-5-fluoro-3-(2-(trimethylsilyl)vinyl)picolinate), ClN1C(CCC1=O)=O (N-chlorosuccinimide), O (water). Solvent: CN(C)C=O (DMF). Reaction conditions: temperature 60 celsius, time 4 hour. Yields the product NC1=C(C(=NC(=C1F)Cl)C(=O)OC)\C=C\Cl ((E)-methyl 4-amino-6-chloro-3-(2-chlorovinyl)-5-fluoropicolinate). Isolated yield 48.7%. Reaction SMILES: [NH2:1][C:2]1[C:7]([F:8])=[C:6]([Cl:9])[N:5]=[C:4]([C:10]([O:12][CH3:13])=[O:11])[C:3]=1/[CH:14]=[CH:15]/[Si](C)(C)C.[Cl:20]N1C(=O)CCC1=O.O>CN(C=O)C>[NH2:1][C:2]1[C:7]([F:8])=[C:6]([Cl:9])[N:5]=[C:4]([C:10]([O:12][CH3:13])=[O:11])[C:3]=1/[CH:14]=[CH:15]/[Cl:20]. Reported procedure: To a solution of (E)-methyl 4-amino-6-chloro-5-fluoro-3-(2-(trimethylsilyl)vinyl)picolinate (176 mg, 0.581 mmol) in DMF (2.3 mL) was added N-chlorosuccinimide (116 mg, 0.872 mmol). The reaction mixture was stirred at 60° C. After 4 h, the observed conversion was ˜50%. At this point, the reaction mixture was poured into water (30 mL) and extracted with EtOAc (3×). The combined organic layers were dried over Na2SO4, filtered, and concentrated. The crude product was purified by flash column chromat... Reactants: C(C1=CC=CC=C1)O[C@@H](COC(NC1=CC=C2C=C(NC(C2=C1)=O)C1=C(C=CC=C1)C(F)(F)F)=O)COCC1=CC=CC=C1 ((R)-2,3-bisbenzyloxypropyl[1-oxo-3-(2-trifluoromethylphenyl)-1,2-dihydroisoquinolin-7-yl]carbamate), C(C)(=O)O (acetic acid). The reagents and catalysts are [OH-].[Pd+2].[OH-] (palladium hydroxide). Solvent: C(C)O (ethanol). Run at time 2 hour. The product is O[C@@H](COC(NC1=CC=C2C=C(NC(C2=C1)=O)C1=C(C=CC=C1)C(F)(F)F)=O)CO ((R)-2,3-dihydroxypropyl[1-oxo-3-(2-trifluoromethylphenyl)-1,2-dihydroisoquinolin-7-yl]carbamate). The yield is 99.1%. RXN SMILES: C([O:8][C@H:9]([CH2:36][O:37]CC1C=CC=CC=1)[CH2:10][O:11][C:12](=[O:35])[NH:13][C:14]1[CH:23]=[C:22]2[C:17]([CH:18]=[C:19]([C:25]3[CH:30]=[CH:29][CH:28]=[CH:27][C:26]=3[C:31]([F:34])([F:33])[F:32])[NH:20][C:21]2=[O:24])=[CH:16][CH:15]=1)C1C=CC=CC=1.C(O)(=O)C>C(O)C.[OH-].[Pd+2].[OH-]>[OH:8][C@H:9]([CH2:36][OH:37])[CH2:10][O:11][C:12](=[O:35])[NH:13][C:14]1[CH:23]=[C:22]2[C:17]([CH:18]=[C:19]([C:25]3[CH:30]=[CH:29][CH:28]=[CH:27][C:26]=3[C:31]([F:32])([F:33])[F:34])[NH:20][C:21]2=[O:24])=[CH:16][CH:15]=1 |f:3.4.5|. Procedure: A mixture consisting of 26 mg (0.043 mmol) of (R)-2,3-bisbenzyloxypropyl[1-oxo-3-(2-trifluoromethylphenyl)-1,2-dihydroisoquinolin-7-yl]carbamate synthesized in Example 132; 5 mg (0.036 mmol) of palladium hydroxide; and 0.2 ml (3.49 mmol) of acetic acid, was suspended in 3 ml of ethanol, and the obtained suspension was then stirred under a hydrogen atmosphere for 2 hours. Thereafter, the reaction solution was filtrated with celite, and was then concentrated. The obtained residue was purified by s...